Dataset: the Open Reaction Database (ORD), a public repository of structured organic reaction records. Task: describe an organic reaction: reactants, conditions, products, and yield Reactants: C=1(C(=CC=CC1)C(=O)O)C1=CC=CC=C1 ([1,1'-biphenyl]-2-carboxylic acid), S(=O)(Cl)Cl (thionyl chloride). Yields the product C=1(C(=CC=CC1)C(=O)Cl)C1=CC=CC=C1.C1(=CC=CC=C1)C1=CC=CC=C1 ([1,1'-Biphenyl]-2-Biphenylcarbonyl chloride). Reaction SMILES: [C:1]1([C:10]2[CH:15]=[CH:14][CH:13]=[CH:12][CH:11]=2)[C:2]([C:7](O)=[O:8])=[CH:3][CH:4]=[CH:5][CH:6]=1.S(Cl)([Cl:18])=O>>[C:1]1([C:10]2[CH:15]=[CH:14][CH:13]=[CH:12][CH:11]=2)[C:2]([C:7]([Cl:18])=[O:8])=[CH:3][CH:4]=[CH:5][CH:6]=1.[C:1]1([C:10]2[CH:11]=[CH:12][CH:13]=[CH:14][CH:15]=2)[CH:2]=[CH:3][CH:4]=[CH:5][CH:6]=1 |f:2.3|. Procedure: A mixture of 5.6 g of [1,1'-biphenyl]-2-carboxylic acid and 29 ml of thionyl chloride is heated on a steam bath for 0.5 hour and the volatiles removed under vacuum. Toluene (40 ml) is added (twice) and the solvent removed under vacuum to give 6.8 g of a yellow oil. Reactants: [Al] (aluminum), C(C)(C)(C)C1=CC(C(C(=C1)C(C)(C)C)=O)(C(F)(F)F)O[Si](CC)(CC)CC (4,6-di-tert-butyl-2-triethylsiloxy-2-trifluoromethyl-3,5-cyclohexadien-1-one), mercuric chloride. Solvent: O (water), O (water), O (water). Conditions: temperature 70 celsius. Product: C(C)(C)(C)C1=C(C(=CC(=C1)C(C)(C)C)C(F)(F)F)O (2,4-di-tert-butyl-6-trifluoromethylphenol). The yield is 83.2%. Reaction SMILES: [Al].[C:2]([C:6]1[CH:11]=[C:10]([C:12]([CH3:15])([CH3:14])[CH3:13])[C:9](=[O:16])[C:8](O[Si](CC)(CC)CC)([C:17]([F:20])([F:19])[F:18])[CH:7]=1)([CH3:5])([CH3:4])[CH3:3]>O>[C:12]([C:10]1[CH:11]=[C:6]([C:2]([CH3:3])([CH3:4])[CH3:5])[CH:7]=[C:8]([C:17]([F:19])([F:20])[F:18])[C:9]=1[OH:16])([CH3:13])([CH3:14])[CH3:15]. Procedure: A strip of aluminum foil weighing 267 mg (9.9 mmol) was amalgmated by immersion in a solution of 2% mercuric chloride in water for 15 seconds, washed with absolute ethanol followed by diethyl ether, cut into small pieces, and added to a solution of 400 mg (0.99 mmol) of 4,6-di-tert-butyl-2-triethylsiloxy-2-trifluoromethyl-3,5-cyclohexadien-1-one in 25 mL of 10% water - 90% tetrahydrofuran. The resulting mixture was heated at 70° C. for 1.5 hours, allowed to cool to room temperature, and filtered...